From a dataset of the Open Reaction Database (ORD), a public repository of structured organic reaction records. describe an organic reaction: reactants, conditions, products, and yield Starting materials: COCOC1=CC=C(C=C1)C1=NOC(=C1C1=CC=CC=C1)C1(CC1)C=O (1-[3-(4-methoxymethoxy-phenyl)-4-phenyl-isoxazol-5-yl]cyclopropanecarbaldehyde), CN1CCNCC1 (1-methyl-piperazine), C(C)(=O)O[BH-](OC(C)=O)OC(C)=O.[Na+] (sodium triacetoxyborohydride), CN1CCNCC1 (1-methyl-piperazine), C(C)(=O)O[BH-](OC(C)=O)OC(C)=O.[Na+] (sodium triacetoxyborohydride), O (water). Solvent: ClCCl (dichloromethane). Conditions: time 2 hour. The product is COCOC1=CC=C(C=C1)C1=NOC(=C1C1=CC=CC=C1)C1(CC1)CN1CCN(CC1)C (1-{1-[3-(4-methoxymethoxy-phenyl)-4-phenyl-isoxazol-5-yl]-cyclopropylmethyl}-4-methyl-piperazine). As a reaction SMILES: [CH3:1][O:2][CH2:3][O:4][C:5]1[CH:10]=[CH:9][C:8]([C:11]2[C:15]([C:16]3[CH:21]=[CH:20][CH:19]=[CH:18][CH:17]=3)=[C:14]([C:22]3(C=O)[CH2:24][CH2:23]3)[O:13][N:12]=2)=[CH:7][CH:6]=1.[CH3:27][N:28]1[CH2:33][CH2:32][NH:31][CH2:30][CH2:29]1.[C:34](O[BH-](OC(=O)C)OC(=O)C)(=O)C.[Na+].O>ClCCl>[CH3:1][O:2][CH2:3][O:4][C:5]1[CH:6]=[CH:7][C:8]([C:11]2[C:15]([C:16]3[CH:17]=[CH:18][CH:19]=[CH:20][CH:21]=3)=[C:14]([C:22]3([CH2:27][N:28]4[CH2:33][CH2:32][N:31]([CH3:34])[CH2:30][CH2:29]4)[CH2:24][CH2:23]3)[O:13][N:12]=2)=[CH:9][CH:10]=1 |f:2.3|. Reported procedure: To a mixture consisting of 1-[3-(4-methoxymethoxy-phenyl)-4-phenyl-isoxazol-5-yl]cyclopropanecarbaldehyde (this example, Step A, 0.490 g) in dichloromethane (15 mL) is added 1-methyl-piperazine (0.173 mL) and sodium triacetoxyborohydride (0.420 g.) The mixture is stirred for two hours. Another portion of 1-methyl-piperazine (0.08 mL) and sodium triacetoxyborohydride (0.18 g) are added to the mixture and the mixture is stirred overnight. The mixture is treated with water and is extracted with dic... Starting materials: ClC=1C=CC(=C(C1)N1N=C(C=C1I)C(F)(F)F)OC (1-(5-chloro-2-methoxyphenyl)-5-iodo-3-(trifluoromethyl)-1H-pyrazole), C(#N)[Cu] (CuCN). Solvent: CN1CCCC1=O (NMP). Conditions: temperature 200 celsius. Yields the product ClC=1C=CC(=C(C1)N1N=C(C=C1C#N)C(F)(F)F)OC (1-(5-chloro-2-methoxyphenyl)-3-(trifluoromethyl)-1H-pyrazole-5-carbonitrile). Isolated yield 106.3%. RXN SMILES: [Cl:1][C:2]1[CH:3]=[CH:4][C:5]([O:18][CH3:19])=[C:6]([N:8]2[C:12](I)=[CH:11][C:10]([C:14]([F:17])([F:16])[F:15])=[N:9]2)[CH:7]=1.[C:20]([Cu])#[N:21]>CN1C(=O)CCC1>[Cl:1][C:2]1[CH:3]=[CH:4][C:5]([O:18][CH3:19])=[C:6]([N:8]2[C:12]([C:20]#[N:21])=[CH:11][C:10]([C:14]([F:17])([F:16])[F:15])=[N:9]2)[CH:7]=1. Procedure details: To a stirred solution of 1-(5-chloro-2-methoxyphenyl)-5-iodo-3-(trifluoromethyl)-1H-pyrazole (4.83 g, 12.01 mmol, 1.0 eq) in NMP (20 mL) was added CuCN (1.03 g, 12.01 mmol, 1.0 eq) and the mixture heated to 200° C. for 2 h. The reaction mixture was passed through a celite pad and washed with excess of ethyl acetate. The filtrate was washed with water and the ethyl acetate layer was separated, dried (Na2SO4), and the solvent evaporated. The resulting residue was purified by CC using ethyl acetate... Reactants: CS(=O)(=O)c1ccc(C2=C(Br)C(=O)C3(CCCCC3)O2)cc1, Cc1ccccc1, CCO, [Na+], [Na+], O=C([O-])[O-], OB(O)c1ccccc1. Yields the product CS(=O)(=O)c1ccc(C2=C(c3ccccc3)C(=O)C3(CCCCC3)O2)cc1. RXN SMILES: [Br:1][C:2]1=[C:3]([c:13]2[cH:14][cH:15][c:16]([S:19](=[O:20])(=[O:21])[CH3:22])[cH:17][cH:18]2)[O:4][C:5]2([C:6]1=[O:7])[CH2:8][CH2:9][CH2:10][CH2:11][CH2:12]2.[CH3:38][c:39]1[cH:40][cH:41][cH:42][cH:43][cH:44]1.[CH3:45][CH2:46][OH:47].[Na+:23].[Na+:24].[O-:25][C:26](=[O:27])[O-:28].[c:29]1([B:35]([OH:36])[OH:37])[cH:30][cH:31][cH:32][cH:33][cH:34]1>>[C:2]1([c:29]2[cH:30][cH:31][cH:32][cH:33][cH:34]2)=[C:3]([c:13]2[cH:14][cH:15][c:16]([S:19](=[O:20])(=[O:21])[CH3:22])[cH:17][cH:18]2)[O:4][C:5]2([C:6]1=[O:7])[CH2:8][CH2:9][CH2:10][CH2:11][CH2:12]2. Starting materials: COC1=C(C=CC=C1)C1C(C(C2=CC=CC=C12)C1=CC2=C(C=C1)OCO2)C(=O)OCC (ethyl(1RS,2RS,3RS)-1-(2-methoxyphenyl)-3-(3,4-methylenedioxyphenyl)indane-2-carboxylate), [OH-].[K+] (KOH). Reagents/catalysts: C1CCOC1 (THF). The solvent is CCO (EtOH). Reaction conditions: time 8 hour. Product: COC1=C(C=CC=C1)C1C(C(C2=CC=CC=C12)C1=CC2=C(C=C1)OCO2)C(=O)O ((1RS,2SR,3RS)-1-(2-Methoxyphenyl)-3-(3,4-methylenedioxyphenyl)indane-2-carboxylic acid). Yield: 46.8%. Reaction SMILES: [CH3:1][O:2][C:3]1[CH:8]=[CH:7][CH:6]=[CH:5][C:4]=1[CH:9]1[C:17]2[C:12](=[CH:13][CH:14]=[CH:15][CH:16]=2)[CH:11]([C:18]2[CH:23]=[CH:22][C:21]3[O:24][CH2:25][O:26][C:20]=3[CH:19]=2)[CH:10]1[C:27]([O:29]CC)=[O:28].[OH-].[K+]>CCO.C1COCC1>[CH3:1][O:2][C:3]1[CH:8]=[CH:7][CH:6]=[CH:5][C:4]=1[CH:9]1[C:17]2[C:12](=[CH:13][CH:14]=[CH:15][CH:16]=2)[CH:11]([C:18]2[CH:23]=[CH:22][C:21]3[O:24][CH2:25][O:26][C:20]=3[CH:19]=2)[CH:10]1[C:27]([OH:29])=[O:28] |f:1.2|. Procedure details: To a solution of ethyl(1RS,2RS,3RS)-1-(2-methoxyphenyl)-3-(3,4-methylenedioxyphenyl)indane-2-carboxylate (90 mg, 0.22 mmol) in EtOH (2 ml) containing a few drops of THF was added 6M KOH (0.22 ml, 1.32 mmol). The resulting mixture was allowed to stir at room temperature overnight, then was concentrated under reduced pressure. The residue was partitioned between H2O and Et2O. The aqueous phase was acidified with 3M HCl and extracted with EtOAc. The EtOAc extract was washed successively with H2O an... The reactants are CI (Methyl iodide), COC=1C(=C2C=3C(CN=CC3C1)C1=C(CC2)C=CC=C1)OC (5,6-dimethoxy-1,7,8,12b-tetrahydrobenzo[6,7]cyclohepta[1,2,3-de]isoquinoline), C(C)OCC (diethyl ether). Run in CC(=O)C (acetone). Product: [I-].COC=1C(=C2C=3C(C[N+](=CC3C1)C)C1=C(CC2)C=CC=C1)OC (5,6-dimethoxy-2-methyl-1,7,8,12b-tetrahydrobenzo[6,7]cyclohepta[1,2,3-de]isoquinolinium iodide). As a reaction SMILES: C[I:2].[CH3:3][O:4][C:5]1[C:6]([O:23][CH3:24])=[C:7]2[CH2:18][CH2:17][C:16]3[CH:19]=[CH:20][CH:21]=[CH:22][C:15]=3[CH:9]3[CH2:10][N:11]=[CH:12][C:13]([CH:14]=1)=[C:8]23.[CH2:25](OCC)C>CC(C)=O>[I-:2].[CH3:3][O:4][C:5]1[C:6]([O:23][CH3:24])=[C:7]2[CH2:18][CH2:17][C:16]3[CH:19]=[CH:20][CH:21]=[CH:22][C:15]=3[CH:9]3[CH2:10][N+:11]([CH3:25])=[CH:12][C:13]([CH:14]=1)=[C:8]23 |f:4.5|. Procedure: Methyl iodide (20 mL) was added to a solution of 5,6-dimethoxy-1,7,8,12b-tetrahydrobenzo[6,7]cyclohepta[1,2,3-de]isoquinoline (8.7 g, 29 mmol, described in example 2) in acetone (150 mL). The mixture was heated at reflux (reflux time=30 min.). After cooling, diethyl ether was added to the mixture. The solid material in the mixture was collected and dried to give 5,6-dimethoxy-2-methyl-1,7,8,12b-tetrahydrobenzo[6,7]cyclohepta[1,2,3-de]isoquinolinium iodide (11.8 g), a sample of which had mp 195°-... The reactants are Br, CCOC(C)=O, O=N[O-], Nc1nc2cc3c(cc2[n+]([O-])n1)CC(CO)C3, [Na+], CN(C)C=O. Yields the product [O-][n+]1nc(Br)nc2cc3c(cc21)CC(CO)C3. As a reaction SMILES: [BrH:22].[CH3:28][CH2:29][O:30][C:31]([CH3:32])=[O:33].[N:1]([O-:2])=[O:3].[NH2:5][c:6]1[n:7][n+:8]([O-:21])[c:9]2[c:10]([n:11]1)[cH:12][c:13]1[c:17]([cH:18]2)[CH2:16][CH:15]([CH2:19][OH:20])[CH2:14]1.[Na+:4].[O:23]=[CH:24][N:25]([CH3:26])[CH3:27]>>[c:6]1([Br:22])[n:7][n+:8]([O-:21])[c:9]2[c:10]([n:11]1)[cH:12][c:13]1[c:17]([cH:18]2)[CH2:16][CH:15]([CH2:19][OH:20])[CH2:14]1. Reactants: ClC=1N=C(N(C1CC#N)CC1=CC(=CC=C1)OC)C1=CC=CC=C1 (4-chloro-1-(3-methoxybenzyl)-2-phenyl-5-cyanomethylimidazole), [OH-].[Na+] (sodium hydroxide), O (water). Solvent: C(C)O (ethanol), C(C)O (ethanol). Product: ClC=1N=C(N(C1CC(=O)O)CC1=CC(=CC=C1)OC)C1=CC=CC=C1 (4-chloro-1-(3-methoxybenzyl)-2-phenylimidazole-5-acetic acid). Reaction SMILES: [Cl:1][C:2]1[N:3]=[C:4]([C:19]2[CH:24]=[CH:23][CH:22]=[CH:21][CH:20]=2)[N:5]([CH2:10][C:11]2[CH:16]=[CH:15][CH:14]=[C:13]([O:17][CH3:18])[CH:12]=2)[C:6]=1[CH2:7][C:8]#N.[OH-:25].[Na+].[OH2:27]>C(O)C>[Cl:1][C:2]1[N:3]=[C:4]([C:19]2[CH:20]=[CH:21][CH:22]=[CH:23][CH:24]=2)[N:5]([CH2:10][C:11]2[CH:16]=[CH:15][CH:14]=[C:13]([O:17][CH3:18])[CH:12]=2)[C:6]=1[CH2:7][C:8]([OH:27])=[O:25] |f:1.2|. Procedure details: 1.7 g of 4-chloro-1-(3-methoxybenzyl)-2-phenyl-5-cyanomethylimidazole was boiled in a mixed solution of 20 ml of ethanol and 10 ml of 1 N-sodium hydroxide for 10 hours. The reaction solution was evaporated to dryness under reduced pressure, and the residue was dissolved in 50 ml of water. After washing with 50 ml of chloroform, 10 ml of 1 N-hydrochloric acid was added to the water layer, resulting in the precipitate deposited. The precipitate was dissolved in 20 ml of 90% ethanol, and water was ... Starting materials: [OH-].[Na+] (NaOH), [N+](=O)([O-])[O-].[K+] (potassium nitrate), CC=1C=CC=C2CCNC12 (2,3-dihydro-7-methylindole). Run in S(O)(O)(=O)=O (sulfuric acid). Reaction conditions: temperature 0 celsius, time 1.5 hour. Yields the product CC=1C(=CC=C2CCNC12)[N+](=O)[O-] (2,3-dihydro-7-methyl-6-nitroindole), CC=1C=CC(=C2CCNC12)[N+](=O)[O-] (2,3-dihydro-7-methyl-4-nitroindole). Isolated yield 96.0%. RXN SMILES: [CH3:1][C:2]1[CH:3]=[CH:4][CH:5]=[C:6]2[C:10]=1[NH:9][CH2:8][CH2:7]2.[N+:11]([O-:14])([O-:13])=[O:12].[K+].[OH-].[Na+]>S(=O)(=O)(O)O>[CH3:1][C:2]1[C:3]([N+:11]([O-:13])=[O:12])=[CH:4][CH:5]=[C:6]2[C:10]=1[NH:9][CH2:8][CH2:7]2.[CH3:1][C:2]1[CH:3]=[CH:4][C:5]([N+:11]([O-:14])=[O:12])=[C:6]2[C:10]=1[NH:9][CH2:8][CH2:7]2 |f:1.2,3.4|. Procedure details: Concentrated sulfuric acid (270 mL) is added to 2,3-dihydro-7-methylindole (10.2 g, 76.6 mol) and the solution is cooled to approximately 0° C. using an ice water bath. Solid potassium nitrate (8.52 g, 8.43 mmol) is slowly added to this solution while maintaining the temperature of the reaction below 25° C. After stirring for 1.5 hours, the reaction mixture is poured into a 1000-mL beaker packed with ice. The solution is cautiously basified with 50% NaOH solution and extracted with three 250-mL ... The reactants are C(C)(=O)C1=CC=C(S1)CCC(C)=O (4-(5-Acetyl-2-thienyl)-2-butanone), C(CO)O (ethylene glycol), C(OCC)(OCC)OCC (triethyl orthoformate), C1(=CC=C(C=C1)S(=O)(=O)O)C (p-toluenesulphonic acid). The solvent is C(Cl)Cl (methylene chloride). The product is CC1(OCCO1)CCC1=CC=C(S1)C(=O)C (methyl 5-[2-(2-methyl-1,3-dioxolan-2-yl)ethyl]-2-thienyl ketone). Reaction SMILES: [C:1]([C:4]1[S:8][C:7]([CH2:9][CH2:10][C:11](=[O:13])[CH3:12])=[CH:6][CH:5]=1)(=[O:3])[CH3:2].[CH2:14](O)[CH2:15][OH:16].C(OCC)(OCC)OCC.C1(C)C=CC(S(O)(=O)=O)=CC=1>C(Cl)Cl>[CH3:12][C:11]1([CH2:10][CH2:9][C:7]2[S:8][C:4]([C:1]([CH3:2])=[O:3])=[CH:5][CH:6]=2)[O:16][CH2:15][CH2:14][O:13]1. Procedure details: 4-(5-Acetyl-2-thienyl)-2-butanone (Tetrahedron 35, 1979, 329) was reacted with ethylene glycol, triethyl orthoformate and p-toluenesulphonic acid in methylene chloride to give methyl 5-[2-(2-methyl-1,3-dioxolan-2-yl)ethyl]-2-thienyl ketone. Oxidation with sodium hypobromite and subsequent hydrolysis gave 5-(3-oxobutyl)-2-thiophenecarboxylic acid. With sodium borohydride there was obtained therefrom 5-(3-hydroxybutyl)-2-thiophenecarboxylic acid which was converted in dimethylacetamide with methyl... Starting materials: N1N=NC=C1 (1,2,3-triazole), C[O-].[Na+] (sodium methoxide), CO (methanol). The reagents and catalysts are catalyst 1. Yields the product N1N=NC(=C1)C(=O)[O-].[Na+] (sodium 1,2,3-triazolate). The yield is 98.0%. RXN SMILES: [NH:1]1[CH:5]=[CH:4][N:3]=[N:2]1.[CH3:6][O-:7].[Na+:8].C[OH:10]>>[NH:1]1[CH:5]=[C:4]([C:6]([O-:10])=[O:7])[N:3]=[N:2]1.[Na+:8] |f:1.2,4.5|. Procedure: 17.4 g (0.25 mol) of 1,2,3-triazole was reacted with an equivalent amount of methanolic sodium methoxide solution in 200 ml of methanol by the process described for catalyst 1. The reaction mixture was worked up as described above to give 22.4 g of sodium 1,2,3-triazolate (yield: 98% of theory) in the form of a virtually colourless powder. The product was pure according to its 1H-NMR spectrum and free from starting material.